describe an organic reaction: reactants, conditions, products, and yield From a dataset of the Open Reaction Database (ORD), a public repository of structured organic reaction records. Reactants: CCO, Cl, [Li+], CCOC(=O)Cn1cc2c3c(cccc31)NC(=O)C2, [OH-], O. Yields the product [Li+], O=C([O-])Cn1cc2c3c(cccc31)NC(=O)C2. Reaction SMILES: [CH3:23][CH2:24][OH:25].[ClH:22].[Li+:20].[O:1]=[C:2]1[NH:3][c:4]2[cH:5][cH:6][cH:7][c:8]3[c:9]2[c:10]([cH:12][n:13]3[CH2:14][C:15](=[O:16])[O:17][CH2:18][CH3:19])[CH2:11]1.[OH-:21].[OH2:26]>>[Li+:20].[O:1]=[C:2]1[NH:3][c:4]2[cH:5][cH:6][cH:7][c:8]3[c:9]2[c:10]([cH:12][n:13]3[CH2:14][C:15](=[O:16])[O-:17])[CH2:11]1. Reactants: CC1(NC(=O)OC(C)(C)C)CCNCC1, CO, Fc1ccc(C2CCc3c(Cl)nc(Cl)nc32)cc1. Product: CC1(NC(=O)OC(C)(C)C)CCN(c2nc(Cl)nc3c2CCC3c2ccc(F)cc2)CC1. As a reaction SMILES: [CH3:19][C:20]1([NH:26][C:27]([O:28][C:29]([CH3:30])([CH3:31])[CH3:32])=[O:33])[CH2:21][CH2:22][NH:23][CH2:24][CH2:25]1.[CH3:34][OH:35].[Cl:1][c:2]1[n:3][c:4]([Cl:18])[c:5]2[c:6]([n:7]1)[CH:8]([c:11]1[cH:12][cH:13][c:14]([F:17])[cH:15][cH:16]1)[CH2:9][CH2:10]2>>[Cl:1][c:2]1[n:3][c:4]([N:23]2[CH2:22][CH2:21][C:20]([CH3:19])([NH:26][C:27]([O:28][C:29]([CH3:30])([CH3:31])[CH3:32])=[O:33])[CH2:25][CH2:24]2)[c:5]2[c:6]([n:7]1)[CH:8]([c:11]1[cH:12][cH:13][c:14]([F:17])[cH:15][cH:16]1)[CH2:9][CH2:10]2. Reactants: [H-].[Na+] (Sodium hydride), O (Water), C(C1=CC=CC=C1)O (benzyl alcohol), BrCCCCCBr (1,5-dibromopentane). Run in CN(C=O)C (dimethylformamide). The product is C(C1=CC=CC=C1)OCCCCCBr (5-benzyloxypentyl bromide). Yield: 100.9%. RXN SMILES: [H-].[Na+].[CH2:3]([OH:10])[C:4]1[CH:9]=[CH:8][CH:7]=[CH:6][CH:5]=1.[Br:11][CH2:12][CH2:13][CH2:14][CH2:15][CH2:16]Br.O>CN(C)C=O>[CH2:3]([O:10][CH2:16][CH2:15][CH2:14][CH2:13][CH2:12][Br:11])[C:4]1[CH:9]=[CH:8][CH:7]=[CH:6][CH:5]=1 |f:0.1|. Procedure: 60% Sodium hydride (1.33 g) was suspended in dimethylformamide (40 ml), and benzyl alcohol (3 g) was added under ice-cooilng with stirring. The mixture was stirred at room temperature for 1 hr. The mixture was again ice-cooled, and 1,5-dibromopentane (6.4 g) was added, which was followed by stirring at room temperature for 3 hr. Water was added to the reaction mixture and the mixture was extracted with ethyl acetate. The organic layer was washed with brine, dried and the solvent was evaporated u... Starting materials: FC1=CC=C(C=C1)C1=NOC(=C1)CN1C(=NC=2C=NC=3C=CC=NC3C21)CCC (1-{[3-(4-fluorophenyl)isoxazol-5-yl]methyl}-2-propyl-1H-imidazo[4,5-c][1,5]naphthyridine), C1=CC(=CC(=C1)Cl)C(=O)OO (mCPBA), crude product. Run in C(C)OCC (diethyl ether). Yields the product FC1=CC=C(C=C1)C1=NOC(=C1)CN1C(=NC=2C=[N+](C=3C=CC=NC3C21)[O-])CCC (1-{[3-(4-Fluorophenyl)isoxazol-5-yl]methyl}-5-oxido-2-propyl-1H-imidazo[4,5-c][1,5]naphthyridine). RXN SMILES: [F:1][C:2]1[CH:7]=[CH:6][C:5]([C:8]2[CH:12]=[C:11]([CH2:13][N:14]3[C:26]4[C:25]5[N:24]=[CH:23][CH:22]=[CH:21][C:20]=5[N:19]=[CH:18][C:17]=4[N:16]=[C:15]3[CH2:27][CH2:28][CH3:29])[O:10][N:9]=2)=[CH:4][CH:3]=1.C1C=C(Cl)C=C(C(OO)=[O:38])C=1>C(OCC)C>[F:1][C:2]1[CH:7]=[CH:6][C:5]([C:8]2[CH:12]=[C:11]([CH2:13][N:14]3[C:26]4[C:25]5[N:24]=[CH:23][CH:22]=[CH:21][C:20]=5[N+:19]([O-:38])=[CH:18][C:17]=4[N:16]=[C:15]3[CH2:27][CH2:28][CH3:29])[O:10][N:9]=2)=[CH:4][CH:3]=1. Reported procedure: The method described in Part E of Example 12 was used to treat 1-{[3-(4-fluorophenyl)isoxazol-5-yl]methyl}-2-propyl-1H-imidazo[4,5-c][1,5]naphthyridine (1.08 g, 2.79 mmol) with mCPBA (1.1 g of 75% pure material followed by 0.35 g) with the modification that the trituration of the crude product was carried out with diethyl ether. 1-{[3-(4-Fluorophenyl)isoxazol-5-yl]methyl}-5-oxido-2-propyl-1H-imidazo[4,5-c][1,5]naphthyridine was obtained as a white solid. Starting materials: O=C(Nc1cccc(-n2c(=O)c(CBr)nc3cccnc32)c1)c1cc(Cl)cc(Cl)c1, Cc1ncc[nH]1, CN(C)C=O, [Na+], O=C([O-])O. The product is Cc1nccn1Cc1nc2cccnc2n(-c2cccc(NC(=O)c3cc(Cl)cc(Cl)c3)c2)c1=O. As a reaction SMILES: [Br:1][CH2:2][c:3]1[n:4][c:5]2[c:6]([n:7](-[c:10]3[cH:11][c:12]([NH:16][C:17]([c:18]4[cH:19][c:20]([Cl:25])[cH:21][c:22]([Cl:24])[cH:23]4)=[O:26])[cH:13][cH:14][cH:15]3)[c:8]1=[O:9])[n:27][cH:28][cH:29][cH:30]2.[CH3:31][c:32]1[nH:33][cH:34][cH:35][n:36]1.[CH3:42][N:43]([CH3:44])[CH:45]=[O:46].[Na+:37].[OH:38][C:39](=[O:40])[O-:41]>>[CH2:2]([c:3]1[n:4][c:5]2[c:6]([n:7](-[c:10]3[cH:11][c:12]([NH:16][C:17]([c:18]4[cH:19][c:20]([Cl:25])[cH:21][c:22]([Cl:24])[cH:23]4)=[O:26])[cH:13][cH:14][cH:15]3)[c:8]1=[O:9])[n:27][cH:28][cH:29][cH:30]2)[n:33]1[c:32]([CH3:31])[n:36][cH:35][cH:34]1. Starting materials: N1(CCCCCC1)CC1=CC=C(S1)C(N)=NO (5-(hexahydro-1H-azepin-1-yl)methyl-2-thiopheneamidoxime), C(C)OC(CNC(=O)OC(C)(C)C)=O (N-t-butoxycarbonylglycine ethyl ester). The product is C(C)(C)(C)OC(=O)NCC1=NC(=NO1)C1=CC=C(S1)CN1CCCCCC1 (1-[5-(5-t-Butoxycarbonylaminomethyl-1,2,4-oxadiazol-3-yl)-2-thenyl]hexahydro-1H-azepine). Isolated yield 41.8%. As a reaction SMILES: [N:1]1([CH2:8][C:9]2[S:13][C:12]([C:14](=[N:16][OH:17])[NH2:15])=[CH:11][CH:10]=2)[CH2:7][CH2:6][CH2:5][CH2:4][CH2:3][CH2:2]1.C(O[C:21](=O)[CH2:22][NH:23][C:24]([O:26][C:27]([CH3:30])([CH3:29])[CH3:28])=[O:25])C>>[C:27]([O:26][C:24]([NH:23][CH2:22][C:21]1[O:17][N:16]=[C:14]([C:12]2[S:13][C:9]([CH2:8][N:1]3[CH2:7][CH2:6][CH2:5][CH2:4][CH2:3][CH2:2]3)=[CH:10][CH:11]=2)[N:15]=1)=[O:25])([CH3:30])([CH3:29])[CH3:28]. Procedure: Using 1.7 g of 5-(hexahydro-1H-azepin-1-yl)methyl-2-thiopheneamidoxime and 2.0 g of N-t-butoxycarbonylglycine ethyl ester, 1.1 g of the title compound was obtained in the same manner as described in the step 1) of Example 56. Reactants: BrC1=CC=C2C=NC(=NN21)O (7-Bromo-pyrrolo[2,1-f][1,2,4]triazin-2-ol), C(C)(C)N(C(C)C)CC (N,N-diisopropylethylamine), C1=CC=C(C=C1)N(S(=O)(=O)C(F)(F)F)S(=O)(=O)C(F)(F)F (N-Phenylbis(trifluoromethanesulphonimide)), [O-]S(=O)(=O)C(F)(F)F (triflate), O=S1(CCN(CC1)CC1=CC=C(C=C1)N)=O (4-(1,1-dioxo-1$1(6)-thiomorpholin-4-ylmethyl)-phenylamine). Solvent: CCOC(=O)C (EtOAc), CN(C=O)C (N,N-dimethylformamide). Conditions: time 30 minute. Yields the product BrC1=CC=C2C=NC(=NN21)NC2=CC=C(C=C2)CN2CCS(CC2)(=O)=O ((7-bromo-pyrrolo[2,1-f][1,2,4]triazin-2-yl)-[4-(1,1-dioxo-1$1(6)-thiomorpholin-4-ylmethyl)-phenyl]-amine). Isolated yield 65.8%. RXN SMILES: [Br:1][C:2]1[N:10]2[C:5]([CH:6]=[N:7][C:8](O)=[N:9]2)=[CH:4][CH:3]=1.C(N(CC)C(C)C)(C)C.C1C=CC(N(S(C(F)(F)F)(=O)=O)S(C(F)(F)F)(=O)=O)=CC=1.[O-]S(C(F)(F)F)(=O)=O.[O:50]=[S:51]1(=[O:65])[CH2:56][CH2:55][N:54]([CH2:57][C:58]2[CH:63]=[CH:62][C:61]([NH2:64])=[CH:60][CH:59]=2)[CH2:53][CH2:52]1>CN(C)C=O.CCOC(C)=O>[Br:1][C:2]1[N:10]2[C:5]([CH:6]=[N:7][C:8]([NH:64][C:61]3[CH:62]=[CH:63][C:58]([CH2:57][N:54]4[CH2:55][CH2:56][S:51](=[O:65])(=[O:50])[CH2:52][CH2:53]4)=[CH:59][CH:60]=3)=[N:9]2)=[CH:4][CH:3]=1. Procedure: 7-Bromo-pyrrolo[2,1-f][1,2,4]triazin-2-ol (100 mg, 0.467 mmol) was dissolved in N,N-dimethylformamide (9.00 mL) at 0° C. and N,N-diisopropylethylamine (244 μL, 1.40 mmol) was added and the reaction was let stir for 30 minutes. N-Phenylbis(trifluoromethanesulphonimide) (184 mg, 0.514 mmol) was added and the reaction was let warm to room temperature. After 100% conversion to the triflate, 4-(1,1-dioxo-1$1(6)-thiomorpholin-4-ylmethyl)-phenylamine (140 mg, 0.584 mmol) was added and the reaction was ...